From a dataset of the Open Reaction Database (ORD), a public repository of structured organic reaction records. describe an organic reaction: reactants, conditions, products, and yield Reactants: O=C([O-])O, O=C=O, Cc1c([N+](=O)[O-])ccc(N)c1C(=O)O, COS(=O)(=O)OC, CC(C)=O, [Na+], [Na], O. The product is COC(=O)c1c(N)ccc([N+](=O)[O-])c1C. As a reaction SMILES: [C:15](=[O:16])([O-:17])[OH:18].[C:20](=[O:21])=[O:22].[CH3:1][c:2]1[c:3]([C:4](=[O:5])[OH:6])[c:7]([NH2:14])[cH:8][cH:9][c:10]1[N+:11](=[O:12])[O-:13].[CH3:23][O:24][S:25]([O:26][CH3:27])(=[O:28])=[O:29].[CH3:31][C:32](=[O:33])[CH3:34].[Na+:19].[Na:30].[OH2:35]>>[CH3:1][c:2]1[c:3]([C:4](=[O:5])[O:6][CH3:15])[c:7]([NH2:14])[cH:8][cH:9][c:10]1[N+:11](=[O:12])[O-:13]. The reactants are ClC1=NC(=NC(=C1)C(F)(F)F)C=1C=NC=CC1 (4-chloro-2-(3-pyridinyl)-6-trifluoromethyl-pyrimidine), COC=1C(=CC(=C(N)C1)C)[N+](=O)[O-] (5-methoxy-2-methyl-4-nitroaniline). Product: COC=1C(=CC(=C(NC2=NC(=NC(=C2)C(F)(F)F)C=2C=NC=CC2)C1)C)[N+](=O)[O-] (4-(5-Methoxy-2-methyl-4-nitroanilino)-2-(3-pyridinyl)-6-trifluoromethyl-pyrimidine), solid. Isolated yield 14.6%. RXN SMILES: Cl[C:2]1[CH:7]=[C:6]([C:8]([F:11])([F:10])[F:9])[N:5]=[C:4]([C:12]2[CH:13]=[N:14][CH:15]=[CH:16][CH:17]=2)[N:3]=1.[CH3:18][O:19][C:20]1[C:21]([N+:28]([O-:30])=[O:29])=[CH:22][C:23]([CH3:27])=[C:24]([CH:26]=1)[NH2:25]>>[CH3:18][O:19][C:20]1[C:21]([N+:28]([O-:30])=[O:29])=[CH:22][C:23]([CH3:27])=[C:24]([CH:26]=1)[NH:25][C:2]1[CH:7]=[C:6]([C:8]([F:11])([F:10])[F:9])[N:5]=[C:4]([C:12]2[CH:13]=[N:14][CH:15]=[CH:16][CH:17]=2)[N:3]=1. Procedure: The title compound was prepared from 4-chloro-2-(3-pyridinyl)-6-trifluoromethyl-pyrimidine (48 mg, 0.185 mmol) and 5-methoxy-2-methyl-4-nitroaniline (35 mg, 0.192 mmol) similar to Example 166 and was isolated as a white solid (mp 128–132° C., 11 mg, 0.027 mmol, 15%). 1H NMR (CDCl3): 9.62 (s, 1H), 8.68 (m, 2H), 7.79 (s, 1H), 7.73 (s, 1H), 7.48 (m, 1H), 7.01 (s, 1H), 4.02 (s, 3H), 2.63 (s, 1H). Starting materials: N(=C=S)C1=C(C(=O)OC)C=CC=C1 (methyl 2-isothiocyanatobenzoate), CC=1N=CN(C1)CCCN (3-(4-methyl-1H-imidazol-1-yl)propan-1-amine). Product: N1(C=NC=C1)CCCN1C(NC2=CC=CC=C2C1=O)=S (2,3-dihydro-3-(3-(1H-imidazol-1-yl)propyl)-2-thioxoquinazolin-4(1H)-one). As a reaction SMILES: [N:1]([C:4]1[CH:13]=[CH:12][CH:11]=[CH:10][C:5]=1[C:6]([O:8]C)=O)=[C:2]=[S:3].C[C:15]1[N:16]=[CH:17][N:18]([CH2:20][CH2:21][CH2:22][NH2:23])[CH:19]=1>>[N:18]1([CH2:20][CH2:21][CH2:22][N:23]2[C:6](=[O:8])[C:5]3[C:4](=[CH:13][CH:12]=[CH:11][CH:10]=3)[NH:1][C:2]2=[S:3])[CH:19]=[CH:15][N:16]=[CH:17]1. Reported procedure: The compound was synthesized starting from methyl 2-isothiocyanatobenzoate (0.773 g, 4.0 mmol) and 3-(1H-imidazol-1-yl)propan-1-amine (9) (0.5 g, 4.0 mmol) as described above. Reactants: O=C([O-])[O-], COC(=O)Cc1ccccc1NS(C)(=O)=O, CN(C)C=O, ClCc1ccc(Cl)cc1, ClCCl, [K+], [K+], O. Yields the product COC(=O)Cc1ccccc1N(Cc1ccc(Cl)cc1)S(C)(=O)=O. RXN SMILES: [C:26](=[O:27])([O-:28])[O-:29].[CH3:1][S:2](=[O:3])(=[O:4])[NH:5][c:6]1[c:7]([CH2:12][C:13](=[O:14])[O:15][CH3:16])[cH:8][cH:9][cH:10][cH:11]1.[CH3:33][N:34]([CH3:35])[CH:36]=[O:37].[Cl:17][c:18]1[cH:19][cH:20][c:21]([CH2:22][Cl:23])[cH:24][cH:25]1.[Cl:38][CH2:39][Cl:40].[K+:30].[K+:31].[OH2:32]>>[CH3:1][S:2](=[O:3])(=[O:4])[N:5]([c:6]1[c:7]([CH2:12][C:13](=[O:14])[O:15][CH3:16])[cH:8][cH:9][cH:10][cH:11]1)[CH2:22][c:21]1[cH:20][cH:19][c:18]([Cl:17])[cH:25][cH:24]1. Starting materials: COC(C1=C(C=CC=C1)NC1=CC=C2C(=NN(C2=C1)C1OCCCC1)C=CC1=NC(=CC(=C1)C)C)=O (2-[3-[2-(4,6-Dimethyl-pyridin-2-yl)-vinyl]-1-(tetrahydro-pyran-2-yl)-1H-indazol-6-ylamino]-benzoic acid methyl ester), CO (MeOH), [OH-].[K+] (Potassium hydroxide), [OH-].[K+] (KOH). Run in C1CCOC1 (THF), O (H2O). Run at temperature 70 celsius. Product: CC1=CC(=NC(=C1)C)C=CC1=NN(C2=CC(=CC=C12)NC1=C(C(=O)O)C=CC=C1)C1OCCCC1 (2-[3-[2-(4,6-Dimethyl-pyridin-2-yl)-vinyl]-1-(tetrahydro-pyran-2-yl)-1H-indazol-6-ylamino]-benzoic acid). As a reaction SMILES: C[O:2][C:3](=[O:36])[C:4]1[CH:9]=[CH:8][CH:7]=[CH:6][C:5]=1[NH:10][C:11]1[CH:19]=[C:18]2[C:14]([C:15]([CH:26]=[CH:27][C:28]3[CH:33]=[C:32]([CH3:34])[CH:31]=[C:30]([CH3:35])[N:29]=3)=[N:16][N:17]2[CH:20]2[CH2:25][CH2:24][CH2:23][CH2:22][O:21]2)=[CH:13][CH:12]=1.CO.[OH-].[K+]>C1COCC1.O>[CH3:34][C:32]1[CH:31]=[C:30]([CH3:35])[N:29]=[C:28]([CH:27]=[CH:26][C:15]2[C:14]3[C:18](=[CH:19][C:11]([NH:10][C:5]4[CH:6]=[CH:7][CH:8]=[CH:9][C:4]=4[C:3]([OH:36])=[O:2])=[CH:12][CH:13]=3)[N:17]([CH:20]3[CH2:25][CH2:24][CH2:23][CH2:22][O:21]3)[N:16]=2)[CH:33]=1 |f:2.3|. Procedure: To a stirred solution of 2-[3-[2-(4,6-Dimethyl-pyridin-2-yl)-vinyl]-1-(tetrahydro-pyran-2-yl)-1H-indazol-6-ylamino]-benzoic acid methyl ester (1.98 g, 4.11 mmol) in THF:MeOH (12 ml, 3:1) was added Potassium hydroxide (1.15 g, 20.5 mmol) dissolved in H2O (3 ml). The reaction was heated at 70° C. for 2 hr, cooled, concentrated under reduced pressure to about 5 ml and diluted with more water. The solution was neutralized with 2N HCl and the precipitate was collected by filtration and washed with wa... Reactants: COC(=O)C1=C(OCC2=CC=C(C=C2)CC(=O)O)C=CC=C1 ((4-{[2-(methoxycarbonyl)phenoxy]methyl}phenyl)acetic acid), FC1=C(CNCC)C=CC=C1 (N-(2-Fluorobenzyl)ethanamine), F[B-](F)(F)F.N1(N=NC2=C1C=CC=C2)OC(=[N+](C)C)N(C)C (N-[(1H-1,2,3-benzotriazol-1yloxy)(dimethylamino)methylene]-N-methylmethanaminium tetrafluoroborate), C(C)N(C(C)C)C(C)C (N-ethyl-N,N-diisopropylamine). Run in CN(C)C=O (DMF), CCOC(=O)C (EtOAc). Reaction conditions: temperature 0 celsius, time 8 hour. The product is C(C)N(C(CC1=CC=C(COC2=C(C(=O)OC)C=CC=C2)C=C1)=O)CC1=C(C=CC=C1)F (methyl 2-[(4-{2-[ethyl(2-fluorobenzyl)amino]-2-oxoethyl}benzyl)oxy]benzoate). Isolated yield 67.1%. As a reaction SMILES: [F:1][C:2]1[CH:11]=[CH:10][CH:9]=[CH:8][C:3]=1[CH2:4][NH:5][CH2:6][CH3:7].[CH3:12][O:13][C:14]([C:16]1[CH:33]=[CH:32][CH:31]=[CH:30][C:17]=1[O:18][CH2:19][C:20]1[CH:25]=[CH:24][C:23]([CH2:26][C:27](O)=[O:28])=[CH:22][CH:21]=1)=[O:15].F[B-](F)(F)F.N1(OC(N(C)C)=[N+](C)C)C2C=CC=CC=2N=N1.C(N(C(C)C)C(C)C)C>CN(C=O)C.CCOC(C)=O>[CH2:6]([N:5]([CH2:4][C:3]1[CH:8]=[CH:9][CH:10]=[CH:11][C:2]=1[F:1])[C:27](=[O:28])[CH2:26][C:23]1[CH:24]=[CH:25][C:20]([CH2:19][O:18][C:17]2[CH:30]=[CH:31][CH:32]=[CH:33][C:16]=2[C:14]([O:13][CH3:12])=[O:15])=[CH:21][CH:22]=1)[CH3:7] |f:2.3|. Procedure: N-(2-Fluorobenzyl)ethanamine (0.077 g, 0.500 mmol) was dissolved in DMF (10 ml), (4-{[2-(methoxycarbonyl)phenoxy]methyl}phenyl)acetic acid (0.150 g, 0.500 mmol) was added and the mixture was cooled to 0° C. N-[(1H-1,2,3-benzotriazol-1yloxy)(dimethylamino)methylene]-N-methylmethanaminium tetrafluoroborate (0.176 g, 0.549 mmol) and N-ethyl-N,N-diisopropylamine (0.136 g, 1.049 mmol) was added. The solution was stirred overnight at room temperature. EtOAc (20 ml) was added and the organic phase was ...